Dataset: the Open Reaction Database (ORD), a public repository of structured organic reaction records. Task: describe an organic reaction: reactants, conditions, products, and yield Starting materials: CO, O=[N+]([O-])C1(CO)CCCCC1, NC(CO)(CO)CO, O, CNCO. The product is O=[N+]([O-])C1(CNC(CO)(CO)CO)CCCCC1. As a reaction SMILES: [CH3:24][OH:25].[N+:1](=[O:2])([O-:3])[C:4]1([CH2:10][OH:11])[CH2:5][CH2:6][CH2:7][CH2:8][CH2:9]1.[NH2:12][C:13]([CH2:14][OH:15])([CH2:16][OH:17])[CH2:18][OH:19].[OH2:26].[OH:20][CH2:21][NH:22][CH3:23]>>[N+:1](=[O:2])([O-:3])[C:4]1([CH2:10][NH:12][C:13]([CH2:14][OH:15])([CH2:16][OH:17])[CH2:18][OH:19])[CH2:5][CH2:6][CH2:7][CH2:8][CH2:9]1. The reactants are Nc1ccccc1Br, CC(=O)O, O=[N+]([O-])c1cnc2ccc(-c3ccccc3)cc2c1Cl. The product is O=[N+]([O-])c1cnc2ccc(-c3ccccc3)cc2c1Nc1ccccc1Br. Reaction SMILES: [Br:21][c:22]1[c:23]([NH2:24])[cH:25][cH:26][cH:27][cH:28]1.[CH3:29][C:30](=[O:31])[OH:32].[Cl:1][c:2]1[c:3]([N+:18](=[O:19])[O-:20])[cH:4][n:5][c:6]2[cH:7][cH:8][c:9](-[c:12]3[cH:13][cH:14][cH:15][cH:16][cH:17]3)[cH:10][c:11]12>>[c:2]1([NH:24][c:23]2[c:22]([Br:21])[cH:28][cH:27][cH:26][cH:25]2)[c:3]([N+:18](=[O:19])[O-:20])[cH:4][n:5][c:6]2[cH:7][cH:8][c:9](-[c:12]3[cH:13][cH:14][cH:15][cH:16][cH:17]3)[cH:10][c:11]12. Reactants: ClCCl, Cc1cc(C)cc(-c2[nH]c3ccc(-c4nccs4)cc3c2CCN)c1, CCN=C=NCCCN(C)C, CN(C)C=O, On1nnc2ccccc21, O=C(O)CCCc1ccc(O)cc1. Yields the product Cc1cc(C)cc(-c2[nH]c3ccc(-c4nccs4)cc3c2CCNC(=O)CCCc2ccc(O)cc2)c1. As a reaction SMILES: [CH2:60]([Cl:61])[Cl:62].[CH3:1][c:2]1[cH:3][c:4](-[c:9]2[nH:10][c:11]3[cH:12][cH:13][c:14](-[c:21]4[s:22][cH:23][cH:24][n:25]4)[cH:15][c:16]3[c:17]2[CH2:18][CH2:19][NH2:20])[cH:5][c:6]([CH3:8])[cH:7]1.[CH3:26][N:27]([CH3:28])[CH2:29][CH2:30][CH2:31][N:32]=[C:33]=[N:34][CH2:35][CH3:36].[CH3:63][N:64]([CH3:65])[CH:66]=[O:67].[OH:37][n:38]1[c:39]2[cH:40][cH:41][cH:42][cH:43][c:44]2[n:45][n:46]1.[OH:47][c:48]1[cH:49][cH:50][c:51]([CH2:54][CH2:55][CH2:56][C:57](=[O:58])[OH:59])[cH:52][cH:53]1>>[CH3:1][c:2]1[cH:3][c:4](-[c:9]2[nH:10][c:11]3[cH:12][cH:13][c:14](-[c:21]4[s:22][cH:23][cH:24][n:25]4)[cH:15][c:16]3[c:17]2[CH2:18][CH2:19][NH:20][C:57]([CH2:56][CH2:55][CH2:54][c:51]2[cH:50][cH:49][c:48]([OH:47])[cH:53][cH:52]2)=[O:58])[cH:5][c:6]([CH3:8])[cH:7]1. Reactants: N1=CC=CC=C1 (pyridine), [N+](=O)([O-])C1=CC=C(N)C=C1 (p-Nitroaniline), C(CCCCCCCC)(=O)Cl (nonanoylchloride). Run in ClC(C)Cl (dichloroethane). Conditions: time 2 hour. The product is [N+](=O)([O-])C1=CC=C(C=C1)NC(CCCCCCCC)=O (N-(4-nitrophenyl) nonanamide). As a reaction SMILES: [N+:1]([C:4]1[CH:10]=[CH:9][C:7]([NH2:8])=[CH:6][CH:5]=1)([O-:3])=[O:2].N1C=CC=CC=1.[C:17](Cl)(=[O:26])[CH2:18][CH2:19][CH2:20][CH2:21][CH2:22][CH2:23][CH2:24][CH3:25]>ClC(Cl)C>[N+:1]([C:4]1[CH:10]=[CH:9][C:7]([NH:8][C:17](=[O:26])[CH2:18][CH2:19][CH2:20][CH2:21][CH2:22][CH2:23][CH2:24][CH3:25])=[CH:6][CH:5]=1)([O-:3])=[O:2]. Procedure details: p-Nitroaniline, 13.0 g (0.094 mole), is dissolved in 200 ml dichloroethane, containing 25 ml pyridine. The solution is stirred at 50° C. while nonanoylchloride, 16.5 g (0.094 mole), is added slowly. The solution is stirred for 2 hours. Excess pyridine is removed by washing the product with 4N hydrochloric acid. The product is then passed through a florisil column and crystallized at -20° C. There is obtained N-(4-nitrophenyl) nonanamide, (M.P. 76.0°-76.5°). Analysis shows 9.91% nitrogen as again...